From a dataset of the Open Reaction Database (ORD), a public repository of structured organic reaction records. describe an organic reaction: reactants, conditions, products, and yield The reactants are ClC=1C=C2OCCN3C=C(N=C3C2=CN1)C1=NC=CC=C1 (12-chloro-4-(pyridin-2-yl)-9-oxa-3,6,13-triazatricyclo[8.4.0.02,6]tetradeca-1(14),2,4,10,12-pentaene), TEA, N1C(CCC1)CN1CCCCC1 (1-(pyrrolidin-2-ylmethyl)piperidine). The solvent is CN1CCCC1=O (NMP). Reaction conditions: temperature 160 celsius, time 24 hour. Yields the product N1(CCCCC1)CC1N(CCC1)C1=CC2=C(C=3N(CCO2)C=C(N3)C3=NC=CC=C3)C=N1 (9-(2-(piperidin-1-ylmethyl)pyrrolidin-1-yl)-2-(pyridin-2-yl)-5,6-dihydroimidazo[1,2-d]pyrido[3,4-f][1,4]oxazepine). RXN SMILES: Cl[C:2]1[CH:3]=[C:4]2[C:13](=[CH:14][N:15]=1)[C:12]1[N:8]([CH:9]=[C:10]([C:16]3[CH:21]=[CH:20][CH:19]=[CH:18][N:17]=3)[N:11]=1)[CH2:7][CH2:6][O:5]2.[NH:22]1[CH2:26][CH2:25][CH2:24][CH:23]1[CH2:27][N:28]1[CH2:33][CH2:32][CH2:31][CH2:30][CH2:29]1>CN1C(=O)CCC1>[N:28]1([CH2:27][CH:23]2[CH2:24][CH2:25][CH2:26][N:22]2[C:2]2[N:15]=[CH:14][C:13]3[C:12]4[N:8]([CH:9]=[C:10]([C:16]5[CH:21]=[CH:20][CH:19]=[CH:18][N:17]=5)[N:11]=4)[CH2:7][CH2:6][O:5][C:4]=3[CH:3]=2)[CH2:33][CH2:32][CH2:31][CH2:30][CH2:29]1. Procedure details: To a solution of 12-chloro-4-(pyridin-2-yl)-9-oxa-3,6,13-triazatricyclo[8.4.0.02,6]tetradeca-1(14),2,4,10,12-pentaene (200 mg, 0.671 mmol) in NMP (10 mL) was added TEA (10 mL) and 1-(pyrrolidin-2-ylmethyl)piperidine (135 mg, 0.804 mmol). The reaction mixture was stirred at 160° C. for 24 h. After cooling to room temperature, the reaction mixture was purified by Combi-flash eluting with a 5-95% gradient of CH3CN in 0.3% NH4HCO3 to give 129 which was further purified by chiral HPLC (AS-H column, 1... Reactants: FC1=C(C(=C(C=C1OC)OC)F)N1C(N(C2=NC(=NC=C2C1)S(=O)C)CC)=O (3-(2,6-difluoro-3,5-dimethoxy-phenyl)-1-ethyl-7-methylsulfinyl-3,4-dihydro-1H-pyrimido[4,5-d]pyrimidin-2-one), NC[C@H]([C@@H](C)O)O ((2R,3R)-1-amino-butane-2,3-diol). Product: FC1=C(C(=C(C=C1OC)OC)F)N1C(N(C2=NC(=NC=C2C1)NCC(C(C)O)O)CC)=O (3-(2,6-Difluoro-3,5-dimethoxy-phenyl)-7-(2,3-dihydroxy-butylamino)-1-ethyl-3,4-dihydro-1H-pyrimido[4,5-d]pyrimidin-2-one). Yield: 90.9%. Reaction SMILES: [F:1][C:2]1[C:7]([O:8][CH3:9])=[CH:6][C:5]([O:10][CH3:11])=[C:4]([F:12])[C:3]=1[N:13]1[CH2:22][C:21]2[C:16](=[N:17][C:18](S(C)=O)=[N:19][CH:20]=2)[N:15]([CH2:26][CH3:27])[C:14]1=[O:28].[NH2:29][CH2:30][C@@H:31]([OH:35])[C@H:32]([OH:34])[CH3:33]>>[F:1][C:2]1[C:7]([O:8][CH3:9])=[CH:6][C:5]([O:10][CH3:11])=[C:4]([F:12])[C:3]=1[N:13]1[CH2:22][C:21]2[C:16](=[N:17][C:18]([NH:29][CH2:30][CH:31]([OH:35])[CH:32]([OH:34])[CH3:33])=[N:19][CH:20]=2)[N:15]([CH2:26][CH3:27])[C:14]1=[O:28]. Reported procedure: 3-(2,6-Difluoro-3,5-dimethoxy-phenyl)-7-(2,3-dihydroxy-butylamino)-1-ethyl-3,4-dihydro-1H-pyrimido[4,5-d]pyrimidin-2-one was prepared as described in Example 7 using 0.40 g (0.97 mmol) of 3-(2,6-difluoro-3,5-dimethoxy-phenyl)-1-ethyl-7-methylsulfinyl-3,4-dihydro-1H-pyrimido[4,5-d]pyrimidin-2-one and 0.245 g (2.33 mmol) of (2R,3R)-1-amino-butane-2,3-diol. The crude product was purified using medium-pressure chromatography eluting with 20:1 dichloromethane/methanol to give 0.40 g (91%) of title co... Starting materials: C1(=CC=CC=C1)C(C(=O)OCC)=O (ethyl phenylglyoxylate), [Na] (sodium), S(=O)(=O)(N)N (Sulfamide). The solvent is C(C)O (ethanol), C(C)O (ethanol), C(C)O (ethanol). Reaction conditions: time 15 minute. Product: OC1=NS(N=C1C1=CC=CC=C1)(=O)=O (3-Hydroxy-4-phenyl-1,2,5-thiadiazole-1,1-dioxide). Yield: 40.0%. Reaction SMILES: [S:1]([NH2:5])([NH2:4])(=[O:3])=[O:2].[Na].[C:7]1([C:13](=O)[C:14](OCC)=[O:15])[CH:12]=[CH:11][CH:10]=[CH:9][CH:8]=1>C(O)C>[OH:15][C:14]1[C:13]([C:7]2[CH:12]=[CH:11][CH:10]=[CH:9][CH:8]=2)=[N:5][S:1](=[O:3])(=[O:2])[N:4]=1 |^1:5|. Reported procedure: Sulfamide (4.8 g, 50 mmoles) in ethanol (90 ml) was added slowly with stirring under nitrogen to a solution of sodium (1.15 g, 50 mmoles) dissolved in ethanol (35 ml). The suspension was stirred for 15 minutes at room temperature and then ethyl phenylglyoxylate (8.9 g, 50 mmoles) in ethanol (15 ml) was added. After stirring 15 minutes, the mixture was refluxed overnight and concentrated under vacuum. The residue was suspended in diethyl ether, filtered and the collected solid dissolved in water ...